This data is from the Open Reaction Database (ORD), a public repository of structured organic reaction records. The task is: describe an organic reaction: reactants, conditions, products, and yield Yields the product N=C(NCc1cnccn1)NN=Cc1c(Cl)cccc1Cl. Reaction SMILES: [CH3:26][CH2:27][OH:28].[CH3:29][C:30](=[O:31])[OH:32].[Cl:1][c:2]1[c:3]([CH:4]=[O:5])[c:6]([Cl:10])[cH:7][cH:8][cH:9]1.[IH:11].[NH2:12][NH:13][C:14](=[NH:15])[NH:16][CH2:17][c:18]1[n:19][cH:20][cH:21][n:22][cH:23]1.[Na+:25].[OH-:24]>>[Cl:1][c:2]1[c:3]([CH:4]=[N:12][NH:13][C:14](=[NH:15])[NH:16][CH2:17][c:18]2[n:19][cH:20][cH:21][n:22][cH:23]2)[c:6]([Cl:10])[cH:7][cH:8][cH:9]1. The reactants are CCO, CC(=O)O, O=Cc1c(Cl)cccc1Cl, I, N=C(NN)NCc1cnccn1, [Na+], [OH-]. Isolated yield 51.0%. Solvent: C1(=CC=CC=C1)C (toluene). Run at temperature 100 celsius, time 2 hour. Procedure details: A mixture of 2,2-dimethyl-3-(2-thienylthio)propanoic acid (53.65 g, 0.25 m), diatomaceous earth (54 g) and phosphorus pentoxide (87 g) in toluene (870 ml) was vigorously stirred and heated at 100° C. After 2 hours, additional phosphorous pentoxide (87 g) was added and the mixture was heated for 3 hours more. After filtering the hot mixture, the solid was washed with hot toluene (3×500 ml) and the combined filtrate and washings were concentrated under reduced pressure to afford 33.17 g (67%) of c... The product is CC1(C(C2=C(SC1)SC=C2)=O)C (5,6-Dihydro-5,5-dimethyl-4H-thieno[2,3-b]thiopyran-4-one). Reactants: crude product, CC(C(=O)O)(CSC=1SC=CC1)C (2,2-dimethyl-3-(2-thienylthio)propanoic acid), O=P12OP3(=O)OP(=O)(O1)OP(=O)(O2)O3 (phosphorus pentoxide), O=P12OP3(=O)OP(=O)(O1)OP(=O)(O2)O3 (phosphorous pentoxide). RXN SMILES: [CH3:1][C:2]([CH3:13])([CH2:6][S:7][C:8]1[S:9][CH:10]=[CH:11][CH:12]=1)[C:3]([OH:5])=O.O=P12OP3(OP(OP(O3)(O1)=O)(=O)O2)=O>C1(C)C=CC=CC=1>[CH3:13][C:2]1([CH3:1])[CH2:6][S:7][C:8]2[S:9][CH:10]=[CH:11][C:12]=2[C:3]1=[O:5]. The reactants are C(C)(=O)C1=CC=2C(=C(N=CC2Br)OC)O1 (2-acetyl-4-bromo-7-methoxyfuro[2,3-c]pyridine), COC(OC)OC (trimethylorthoformate), O.C1(=CC=C(C=C1)S(=O)(=O)O)C (p-toluenesulfonic acid monohydrate). Run in CO (methanol). The product is BrC1=C2C(=C(N=C1)OC)OC(=C2)C(C)(OC)OC (4-Bromo-2-(1,1-dimethoxyethyl)-7-methoxyfuro[2,3-c]pyridine). Isolated yield 61.0%. As a reaction SMILES: [C:1]([C:4]1[O:15][C:7]2=[C:8]([O:13][CH3:14])[N:9]=[CH:10][C:11]([Br:12])=[C:6]2[CH:5]=1)(=[O:3])[CH3:2].[CH3:16][O:17]C(OC)OC.O.[C:24]1(C)C=CC(S(O)(=O)=O)=CC=1>CO>[Br:12][C:11]1[CH:10]=[N:9][C:8]([O:13][CH3:14])=[C:7]2[O:15][C:4]([C:1]([O:17][CH3:16])([O:3][CH3:24])[CH3:2])=[CH:5][C:6]=12 |f:2.3|. Procedure: A solution of 2-acetyl-4-bromo-7-methoxyfuro[2,3-c]pyridine (1.4 g), trimethylorthoformate (1.1 g) and p-toluenesulfonic acid monohydrate (1.2 g) in dry methanol (50 ml) was heated at reflux for 3 h. The mixture was cooled and the methanol removed in vacuo. The residue was taken up in ethyl acetate (100 ml), washed with saturated sodium bicarbonate solution (50 ml) and brine (50 ml), dried over magnesium sulfate, filtered and the solvent removed in vacuo. Purification by column chromatography on... Starting materials: CN1C(=O)NC(=O)C1 (1-methylhydantoin), C([O-])([O-])=O.[K+].[K+] (potassium carbonate), C(=C)OCCCl (2-chloroethyl vinyl ether), CN(C=O)C (dimethylformamide), crude product. Run in C1(=CC=CC=C1)C (toluene). Yields the product CN1C(=O)N(C(=O)C1)CCOC=C (1-Methyl-3-(2-vinyloxyethyl)-hydantoin). As a reaction SMILES: [CH3:1][N:2]1[CH2:8][C:6](=[O:7])[NH:5][C:3]1=[O:4].C(=O)([O-])[O-].[K+].[K+].[CH:15]([O:17][CH2:18][CH2:19]Cl)=[CH2:16].CN(C)C=O>C1(C)C=CC=CC=1>[CH3:1][N:2]1[CH2:8][C:6](=[O:7])[N:5]([CH2:19][CH2:18][O:17][CH:15]=[CH2:16])[C:3]1=[O:4] |f:1.2.3|. Procedure: A mixture of 82.6 g (0.72 mol) of 1-methylhydantoin, 50.7 g (0.37 mol) of anhydrous potassium carbonate, 89.6 g (0.84 mol) of 2-chloroethyl vinyl ether, 700 ml of dimethylformamide and 100 ml of toluene is reacted for 2 hours and 30 minutes at 130°-138° C., whilst removing the water of reaction. The mixture is then worked up as described in Example 1, and 128.5 g of a clear, reddish brown, viscous crude product (96.9% of theory) are obtained. The crude product is distilled (boiling point 133° C.... Starting materials: [Br-].C(C)(=O)CC[N+]1=C(OC2=C1C=C(C=C2)C2=CC=CC=C2)CC2=CC=CC=C2 (3-(2-acetylethyl)-2-benzyl-5-phenylbenzoxazolium bromide), C(C)#N (acetonitrile). The solvent is CCOCC (ether). Run at temperature 30 celsius, time 124 hour. Yields the product 1,3-Dihydro-3-methyl-4-phenylpyrido[2,1-b]-5-phenylbenzoxazolium bromide, [Br-].CC1=C(C=2OC3=C([N+]2CC1)C=C(C=C3)C3=CC=CC=C3)C3=CC=CC=C3 (1,2-dihydro-3-methyl-4,8-diphenylpyrido[2,1-b]benzoxazolium bromide). Yield: 93.0%. As a reaction SMILES: [Br-:1].[C:2]([CH2:5][CH2:6][N+:7]1[C:11]2[CH:12]=[C:13]([C:16]3[CH:21]=[CH:20][CH:19]=[CH:18][CH:17]=3)[CH:14]=[CH:15][C:10]=2[O:9][C:8]=1[CH2:22][C:23]1[CH:28]=[CH:27][CH:26]=[CH:25][CH:24]=1)(=O)[CH3:3].C(#N)C>CCOCC>[Br-:1].[CH3:3][C:2]1[CH2:5][CH2:6][N+:7]2[C:11]3[CH:12]=[C:13]([C:16]4[CH:17]=[CH:18][CH:19]=[CH:20][CH:21]=4)[CH:14]=[CH:15][C:10]=3[O:9][C:8]=2[C:22]=1[C:23]1[CH:28]=[CH:27][CH:26]=[CH:25][CH:24]=1 |f:0.1,4.5|. Procedure details: 1,3-Dihydro-3-methyl-4-phenylpyrido[2,1-b]-5-phenylbenzoxazolium bromide is prepared by reacting 3-(2-acetylethyl)-2-benzyl-5-phenylbenzoxazolium bromide (5.0 g.) dissolved in 75 ml. of acetonitrile. The reaction mixture is stirred at about 30° C for about 124 hours, after which ether is added to the solution and the resultant precipitate is filtered, washed and dried to give 4.27 g. (93% yield) of 1,2-dihydro-3-methyl-4,8-diphenylpyrido[2,1-b]benzoxazolium bromide having a melting point of 269°... Reactants: O=C([O-])O, C=CCBr, CS(C)=O, [I-], NCc1ccccc1, [Na+], [Na+]. The product is C=CCNCc1ccccc1. Reaction SMILES: [C:15](=[O:16])([OH:17])[O-:18].[CH2:11]([CH:12]=[CH2:13])[Br:14].[CH3:20][S:21]([CH3:22])=[O:23].[I-:10].[NH2:1][CH2:2][c:3]1[cH:4][cH:5][cH:6][cH:7][cH:8]1.[Na+:19].[Na+:9]>>[NH:1]([CH2:2][c:3]1[cH:4][cH:5][cH:6][cH:7][cH:8]1)[CH2:13][CH:12]=[CH2:11].